This data is from the Open Reaction Database (ORD), a public repository of structured organic reaction records. The task is: describe an organic reaction: reactants, conditions, products, and yield Reactants: [Cl-].[NH4+] (ammonium chloride), ClC=1C2=C(N=CN1)NC=C2 (4-Chloro-7H-pyrrolo[2,3-d]pyrimidine), C(C(C)(C)C)(=O)OCCl (chloromethyl pivalate), [H-].[Na+] (sodium hydride). The solvent is O1CCCC1 (tetrahydrofuran). Conditions: temperature 0 celsius, time 1.5 hour. Product: C(C(C)(C)C)(=O)OCN1C=CC2=C1N=CN=C2Cl ((4-chloro-7H-pyrrolo[2,3-d]pyrimidin-7-yl)methyl pivalate). Isolated yield 97.5%. As a reaction SMILES: [Cl:1][C:2]1[C:3]2[CH:10]=[CH:9][NH:8][C:4]=2[N:5]=[CH:6][N:7]=1.[H-].[Na+].[C:13]([O:19][CH2:20]Cl)(=[O:18])[C:14]([CH3:17])([CH3:16])[CH3:15].[Cl-].[NH4+]>O1CCCC1>[C:13]([O:19][CH2:20][N:8]1[C:4]2[N:5]=[CH:6][N:7]=[C:2]([Cl:1])[C:3]=2[CH:10]=[CH:9]1)(=[O:18])[C:14]([CH3:17])([CH3:16])[CH3:15] |f:1.2,4.5|. Procedure details: 4-Chloro-7H-pyrrolo[2,3-d]pyrimidine (100 mg, 0.651 mmol) was dissolved in tetrahydrofuran (5 mL). After cooling to 0° C., the reaction mixture was added to sodium hydride (60% in mineral oil, 52 mg, 1.30 mmol). 10 minutes later, chloromethyl pivalate (0.19 mL, 1.30 mmol) was added at 0° C. After stirring for 1.5 hours at room temperature, the reaction mixture was added to saturated ammonium chloride aqueous solution. The organic layer was separated and the aqueous layer was extracted with ethyl...